Dataset: the Open Reaction Database (ORD), a public repository of structured organic reaction records. Task: describe an organic reaction: reactants, conditions, products, and yield Reactants: C(CCCC=O)=O (glutaraldehyde), tannin, NCCOS(O)(=O)=O (sulphuric acid mono-(2-aminoethyl)ester), C(CCCC=O)=O (glutaraldehyde), NCCOS(O)(=O)=O (sulphuric acid mono-(2-aminoethyl)ester), CC1([C@@H](N2[C@H](S1)[C@@H](C2=O)NC(=O)CC=3C=CC=CC3)C(=O)[O-])C.[K+] (penicillin), C1(=CC=CC=C1)CC(=O)[O-].[NH4+] (ammonium phenylacetate), C(CCCC=O)=O (glutaraldehyde). The solvent is nutrient solution. Conditions: time 20 hour. Product: NCCOS(O)(=O)=O (sulphuric acid mono-(2-aminoethyl)ester), CC1([C@@H](N2[C@H](S1)[C@@H](C2=O)NC(=O)CC=3C=CC=CC3)C(=O)O)C (penicillin G). RXN SMILES: [CH3:1][C:2]1([CH3:23])[S:6][C@@H:5]2[C@H:7]([NH:10][C:11]([CH2:13][C:14]3[CH:15]=[CH:16][CH:17]=[CH:18][CH:19]=3)=[O:12])[C:8](=[O:9])[N:4]2[C@H:3]1[C:20]([O-:22])=[O:21].[K+].C1(CC([O-])=O)C=CC=CC=1.[NH4+].C(=O)CCCC=O.[NH2:43][CH2:44][CH2:45][O:46][S:47](=[O:50])(=[O:49])[OH:48]>>[NH2:43][CH2:44][CH2:45][O:46][S:47](=[O:49])(=[O:48])[OH:50].[CH3:1][C:2]1([CH3:23])[S:6][C@@H:5]2[C@H:7]([NH:10][C:11]([CH2:13][C:14]3[CH:15]=[CH:16][CH:17]=[CH:18][CH:19]=3)=[O:12])[C:8](=[O:9])[N:4]2[C@H:3]1[C:20]([OH:22])=[O:21] |f:0.1,2.3|. Procedure details: Escherichia coli ATCC 9637 is used for the production of penicillin acylase. The nutrient solution consists of 2% of corn steep liquor plus 1% of ammonium phenylacetate, and the pH value is 6.5. 200 ml of nutrient solution are inoculated with 1 ml of an Escherichia coli suspension in a 1 liter conical flask. The fermentation proceeds at 31° C. for 20 hours on a rotary shaking machine at 290 rpm. 20 ml of 4% strength tannin solution are first added dropwise to 500 ml of cell suspension, and the s...